This data is from the Open Reaction Database (ORD), a public repository of structured organic reaction records. The task is: describe an organic reaction: reactants, conditions, products, and yield Starting materials: C1(CC1)NC(NC1=CC(=C(OC2=C3C(=NC=C2)C=C(S3)C3=CC=C(C=N3)COC3CN(C3)C(=O)OC(C)(C)C)C=C1)F)=O (tert-butyl 3-((6-(7-(4-(3-cyclopropylureido)-2-fluorophenoxy)thieno[3,2-b]pyridin-2-yl)pyridin-3-yl)methoxy)azetidine-1-carboxylate), C(=O)(C(F)(F)F)O (TFA). Solvent: C(Cl)Cl (DCM). Run at time 4 hour. The product is N1CC(C1)OCC=1C=CC(=NC1)C1=CC2=NC=CC(=C2S1)OC1=C(C=C(C=C1)NC(=O)NC1CC1)F (1-(4-(2-(5-((azetidin-3-yloxy)methyl)pyridin-2-yl)thieno[3,2-b]pyridin-7-yloxy)-3-fluorophenyl)-3-cyclopropylurea). The yield is 84.0%. RXN SMILES: [CH:1]1([NH:4][C:5](=[O:43])[NH:6][C:7]2[CH:41]=[CH:40][C:10]([O:11][C:12]3[CH:17]=[CH:16][N:15]=[C:14]4[CH:18]=[C:19]([C:21]5[N:26]=[CH:25][C:24]([CH2:27][O:28][CH:29]6[CH2:32][N:31](C(OC(C)(C)C)=O)[CH2:30]6)=[CH:23][CH:22]=5)[S:20][C:13]=34)=[C:9]([F:42])[CH:8]=2)[CH2:3][CH2:2]1.C(O)(C(F)(F)F)=O>C(Cl)Cl>[NH:31]1[CH2:30][CH:29]([O:28][CH2:27][C:24]2[CH:23]=[CH:22][C:21]([C:19]3[S:20][C:13]4[C:14](=[N:15][CH:16]=[CH:17][C:12]=4[O:11][C:10]4[CH:40]=[CH:41][C:7]([NH:6][C:5]([NH:4][CH:1]5[CH2:2][CH2:3]5)=[O:43])=[CH:8][C:9]=4[F:42])[CH:18]=3)=[N:26][CH:25]=2)[CH2:32]1. Reported procedure: To a suspension of 404 (221 mg, 0.365 mmol) in DCM (5 mL) was added TFA (1 mL) and the reaction mixture was stirred for 4 h then concentrated, diluted with water and 1M NaOH to pH 11. The solid was collected by filtration, rinsed with water and dried. The residue was purified by Biotage (SNAP 25 g cartridge; 2% of ammonium hydroxide in MeOH/DCM: 10/90 to 30/70), to afford the title compound 405 (155 mg, 84% yield) as a beige solid. 1H NMR (400 MHz, DMSO-d6) δ (ppm): 8.77 (s, 1H), 8.55 (brd, J=1.... The reactants are O (water), CC1=CC(=C(C=C1)NS(=O)(=O)C1=CC(=C(C=C1)OC)OC)C(O)C1=C(C=CC=C1)Cl (N-{4-methyl-2-[(2-chlorophenyl)(hydroxy)methyl]phenyl}-3,4-dimethoxybenzenesulfonamide), BrCC(=O)N (2-bromoacetamide), [H-].[Na+] (sodium hydride). The solvent is CN(C)C=O (DMF). Run at time 18 hour. The product is ClC1=C(CC2=C(C=CC(=C2)C)N(CC(=O)N)S(=O)(=O)C2=CC(=C(C=C2)OC)OC)C=CC=C1 (N2-[2-(2-chlorobenzyl)-4-methylphenyl]-N2-[(3,4-dimethoxyphenyl)sulfonyl]glycinamide). Isolated yield 78.0%. RXN SMILES: [CH3:1][C:2]1[CH:7]=[CH:6][C:5]([NH:8][S:9]([C:12]2[CH:17]=[CH:16][C:15]([O:18][CH3:19])=[C:14]([O:20][CH3:21])[CH:13]=2)(=[O:11])=[O:10])=[C:4]([CH:22]([C:24]2[CH:29]=[CH:28][CH:27]=[CH:26][C:25]=2[Cl:30])O)[CH:3]=1.[H-].[Na+].Br[CH2:34][C:35]([NH2:37])=[O:36].O>CN(C=O)C>[Cl:30][C:25]1[CH:26]=[CH:27][CH:28]=[CH:29][C:24]=1[CH2:22][C:4]1[CH:3]=[C:2]([CH3:1])[CH:7]=[CH:6][C:5]=1[N:8]([S:9]([C:12]1[CH:17]=[CH:16][C:15]([O:18][CH3:19])=[C:14]([O:20][CH3:21])[CH:13]=1)(=[O:10])=[O:11])[CH2:34][C:35]([NH2:37])=[O:36] |f:1.2|. Procedure details: To 0.47 g of N-{4-methyl-2-[(2-chlorophenyl)(hydroxy)methyl]phenyl}-3,4-dimethoxybenzenesulfonamide dissolved in 5.7 ml of DMF is added, at 0° C., 0.048 g of sodium hydride. After 1 hour at this temperature, 0.166 g of 2-bromoacetamide is introduced and the mixture is left for 18 hours at room temperature. The medium is poured into water and then extracted with ethyl acetate. The organic phase is dried over anhydrous sodium sulfate and concentrated. The residue is chromatographed on a column of ... Reactants: C(C)C1=NN=C2N1C1=CC=C(C=C1N=C2OC)F (1-ethyl-7-fluoro-4-methoxy-[1,2,4]triazolo[4,3-a]quinoxaline), Cl (hydrochloric acid), ice water. The solvent is C(C)(=O)O (acetic acid). Reaction conditions: time 30 minute. Product: C(C)C1=NN=C2N1C1=CC=C(C=C1N=C2O)F (1-ethyl-7-fluoro-4-hydroxy-[1,2,4]triazolo-[4,3-a]quinoxaline). As a reaction SMILES: [CH2:1]([C:3]1[N:7]2[C:8]3[C:13]([N:14]=[C:15]([O:16]C)[C:6]2=[N:5][N:4]=1)=[CH:12][C:11]([F:18])=[CH:10][CH:9]=3)[CH3:2].Cl>C(O)(=O)C>[CH2:1]([C:3]1[N:7]2[C:8]3[C:13]([N:14]=[C:15]([OH:16])[C:6]2=[N:5][N:4]=1)=[CH:12][C:11]([F:18])=[CH:10][CH:9]=3)[CH3:2]. Procedure: A mixture consisting of 11.3 g (0.046 mole) of 1-ethyl-7-fluoro-4-methoxy-[1,2,4]triazolo[4,3-a]quinoxaline, 115 ml. of 1N hydrochloric acid and 345 ml. of glacial acetic acid was refluxed for a period of three hours. Upon completion of this step, the reaction mixture was cooled to room temperature and poured over ice/water. The resulting mixture was then stirred for a period of 30 minutes, filtered and the recovered solid product subsequently washed with water and air-dried to ultimately afford... Starting materials: ClC=1C=C2C(=CN(C2=CC1)C1=CC=C(C=C1)F)C=1CCNCC1 (5-chloro-1-(4-fluorophenyl)-3-(1,2,3,6-tetrahydropyridin-4-yl)indole), ClCCN1C(NCC1)=O (1-(2-chloroethyl)-2-imidazolidinon). Yields the product C1=CC(=CC=C1N2C=C(C3=C2C=CC(=C3)Cl)C4CCN(CC4)CCN5CCNC5=O)F (sertindole). As a reaction SMILES: [Cl:1][C:2]1[CH:3]=[C:4]2[C:8](=[CH:9][CH:10]=1)[N:7]([C:11]1[CH:16]=[CH:15][C:14]([F:17])=[CH:13][CH:12]=1)[CH:6]=[C:5]2[C:18]1[CH2:19][CH2:20][NH:21][CH2:22][CH:23]=1.Cl[CH2:25][CH2:26][N:27]1[CH2:31][CH2:30][NH:29][C:28]1=[O:32]>>[CH:12]1[C:11]([N:7]2[C:8]3[CH:9]=[CH:10][C:2]([Cl:1])=[CH:3][C:4]=3[C:5]([CH:18]3[CH2:19][CH2:20][N:21]([CH2:25][CH2:26][N:27]4[C:28](=[O:32])[NH:29][CH2:30][CH2:31]4)[CH2:22][CH2:23]3)=[CH:6]2)=[CH:16][CH:15]=[C:14]([F:17])[CH:13]=1. Procedure details: The intermediate may be worked up in a conventional manner. The further process leading to sertindole comprises cyclization of N-(4-fluorophenyl)-N-(2-carboxy-4-chlorophenyl)glycine to the corresponding 3-acetoxy-indole using eg. acetic anhydride in the presence of alkalimetal acetate such as sodium acetate. 5-chloro-1-(4-fluoro)indole is then obtained from the 3-acetoxy-indole by reduction and subsequent elimination of H2O. The resulting 5-chloro-1-(4-fluorophenyl)indole is reacted with 4-piper...